Dataset: the Open Reaction Database (ORD), a public repository of structured organic reaction records. Task: describe an organic reaction: reactants, conditions, products, and yield The reactants are C(C)(C)(C)NCC=1N=C(SC1)C=1OC2=C(C1)C=C(C=C2)O (4-(tert-butylaminomethyl)-2-(5-hydroxybenzofuran-2-yl)thiazole), C(C)(=O)OC(C)=O (acetic anhydride). Solvent: C(C)(=O)OCC (ethyl acetate). Product: C(C)(=O)N(C(C)(C)C)CC=1N=C(SC1)C=1OC2=C(C1)C=C(C=C2)O (4-(N-acetyl-tert-butylaminomethyl)-2-(5-hydroxybenzofuran-2-yl)thiazole). Isolated yield 99.6%. As a reaction SMILES: [C:1]([NH:5][CH2:6][C:7]1[N:8]=[C:9]([C:12]2[O:13][C:14]3[CH:20]=[CH:19][C:18]([OH:21])=[CH:17][C:15]=3[CH:16]=2)[S:10][CH:11]=1)([CH3:4])([CH3:3])[CH3:2].[C:22](OC(=O)C)(=[O:24])[CH3:23]>C(OCC)(=O)C>[C:22]([N:5]([CH2:6][C:7]1[N:8]=[C:9]([C:12]2[O:13][C:14]3[CH:20]=[CH:19][C:18]([OH:21])=[CH:17][C:15]=3[CH:16]=2)[S:10][CH:11]=1)[C:1]([CH3:4])([CH3:2])[CH3:3])(=[O:24])[CH3:23]. Procedure: A mixture of 4-(tert-butylaminomethyl)-2-(5-hydroxybenzofuran-2-yl)thiazole (0.82 g) and acetic anhydride (0.75 g) in ethyl acetate (10 ml) was stirred under reflux for 4 hours. After being cooled, the resulting mixture was concentrated under reduced pressure. A solution of the resulting mixture in methanol (3 ml) and conc. ammonia water (1 ml) was stirred for 2 hours at ambient temperature, poured into brine, extracted with ethyl acetate, dried over magnesium sulfate and concentrated under redu... The reactants are S(O)(O)(=O)=O (sulfuric acid), C1(=CC=CC=C1)NC1(CCN(CC1)CCC1=CC=CC=C1)C#N (4-(phenylamino)-1-(2-phenylethyl)-4-piperidinecarbonitrile), [OH-].[NH4+] (ammonium hydroxide). Conditions: time 8 hour. The product is C1(=CC=CC=C1)NC1(CCN(CC1)CCC1=CC=CC=C1)C(=O)N (4-(phenylamino)-1-(2-phenylethyl)-4-piperidinecarboxamide). RXN SMILES: S(=O)(=O)(O)O.[C:6]1([NH:12][C:13]2([C:27]#[N:28])[CH2:18][CH2:17][N:16]([CH2:19][CH2:20][C:21]3[CH:26]=[CH:25][CH:24]=[CH:23][CH:22]=3)[CH2:15][CH2:14]2)[CH:11]=[CH:10][CH:9]=[CH:8][CH:7]=1.[OH-:29].[NH4+]>>[C:6]1([NH:12][C:13]2([C:27]([NH2:28])=[O:29])[CH2:18][CH2:17][N:16]([CH2:19][CH2:20][C:21]3[CH:26]=[CH:25][CH:24]=[CH:23][CH:22]=3)[CH2:15][CH2:14]2)[CH:7]=[CH:8][CH:9]=[CH:10][CH:11]=1 |f:2.3|. Procedure details: To 4500 parts of sulfuric acid are added portionwise 710 parts of 4-(phenylamino)-1-(2-phenylethyl)-4-piperidinecarbonitrile, while keeping the temperature below 25° C. Upon completion, stirring is continued overnight at room temperature. The reaction mixture is poured onto a mixture of 10,000 parts of crushed ice and 3600 parts of ammonium hydroxide. The product is extracted with trichloromethane (7500 parts). The extract is dried, filtered and evaporated. The residue is stirred in 140 parts of... As a reaction SMILES: [CH3:1][O:2][c:3]1[cH:4][c:5]2[c:6]([n:7](-[c:14]3[cH:15][cH:16][c:17]([NH2:20])[n:18][cH:19]3)[c:8]([C:10]([F:11])([F:12])[F:13])[n:9]2)[cH:21][cH:22]1.[CH3:34][N:35]([CH3:36])[CH2:37][CH2:38][CH2:39][N:40]=[C:41]=[N:42][CH2:43][CH3:44].[CH3:49][N:50]([CH3:51])[c:52]1[cH:53][cH:54][n:55][cH:56][cH:57]1.[Cl:45][CH:46]([Cl:47])[Cl:48].[F:23][c:24]1[c:25]([C:26](=[O:27])[OH:28])[c:29]([F:33])[cH:30][cH:31][cH:32]1>>[CH3:1][O:2][c:3]1[cH:4][c:5]2[c:6]([n:7](-[c:14]3[cH:15][cH:16][c:17]([NH:20][C:26]([c:25]4[c:24]([F:23])[cH:32][cH:31][cH:30][c:29]4[F:33])=[O:27])[n:18][cH:19]3)[c:8]([C:10]([F:11])([F:12])[F:13])[n:9]2)[cH:21][cH:22]1. The product is COc1ccc2c(c1)nc(C(F)(F)F)n2-c1ccc(NC(=O)c2c(F)cccc2F)nc1. Reactants: COc1ccc2c(c1)nc(C(F)(F)F)n2-c1ccc(N)nc1, CCN=C=NCCCN(C)C, CN(C)c1ccncc1, ClC(Cl)Cl, O=C(O)c1c(F)cccc1F.